Dataset: the Open Reaction Database (ORD), a public repository of structured organic reaction records. Task: describe an organic reaction: reactants, conditions, products, and yield The reactants are O=C1CC=CC2=C1CCCCC2, CCOC(=O)Cc1cccc2c1CCCCC2, Cc1ccccc1, [H-], [Na+], C1CCOC1. The product is O=C(O)Cc1cccc2c1CCCCC2. RXN SMILES: [C:18]1(=[O:19])[C:20]2=[C:26]([CH2:25][CH2:24][CH2:23][CH2:22][CH2:21]2)[CH:27]=[CH:28][CH2:29]1.[CH2:1]([CH3:2])[O:3][C:4](=[O:5])[CH2:6][c:7]1[cH:8][cH:9][cH:10][c:11]2[c:12]1[CH2:13][CH2:14][CH2:15][CH2:16][CH2:17]2.[CH3:32][c:33]1[cH:34][cH:35][cH:36][cH:37][cH:38]1.[H-:31].[Na+:30].[O:39]1[CH2:40][CH2:41][CH2:42][CH2:43]1>>[O:3]=[C:4]([OH:5])[CH2:6][c:7]1[cH:8][cH:9][cH:10][c:11]2[c:12]1[CH2:13][CH2:14][CH2:15][CH2:16][CH2:17]2. Reactants: NC1=C(C=C(C(=O)N[C@@H](CCC(=O)OCC)C(=O)OCC)C=C1)OC (diethyl N-(4-amino-3-methoxybenzoyl)-(L)-glutamate), C(C)(=O)NC=1NC(C(=C(N1)N(C(C)=O)C(C)=O)CCC=O)=O (3-(2-acetylamino-4-diacetylamino-1,6-dihydro-6-oxo-5-pyrimidinyl)propionaldehyde), C(C)(=O)O (acetic acid), C(#N)[BH3-].[Na+] (sodium cyanoborohydride), 645.6, ( 81 ), ( 100 ). Run in C(C)O (ethanol), CO (MeOH). Run at time 2 hour. The product is C(C)(=O)NC=1NC(C(=C(N1)N(C(C)=O)C(C)=O)CCCNC1=C(C=C(C(=O)N[C@@H](CCC(=O)OCC)C(=O)OCC)C=C1)OC)=O (Diethyl N-[4-(3-(2-acetylamino-4-diacetylamino-1,6-dihydro-6-oxo-5-pyrimidinyl)propylamino)-3-methoxybenzoyl]-(L)-glutamate). As a reaction SMILES: [NH2:1][C:2]1[CH:23]=[CH:22][C:5]([C:6]([NH:8][C@H:9]([C:17]([O:19][CH2:20][CH3:21])=[O:18])[CH2:10][CH2:11][C:12]([O:14][CH2:15][CH3:16])=[O:13])=[O:7])=[CH:4][C:3]=1[O:24][CH3:25].[C:26]([NH:29][C:30]1[NH:31][C:32](=[O:47])[C:33]([CH2:43][CH2:44][CH:45]=O)=[C:34]([N:36]([C:40](=[O:42])[CH3:41])[C:37](=[O:39])[CH3:38])[N:35]=1)(=[O:28])[CH3:27].C(O)(=O)C.C([BH3-])#N.[Na+]>C(O)C.CO>[C:26]([NH:29][C:30]1[NH:31][C:32](=[O:47])[C:33]([CH2:43][CH2:44][CH2:45][NH:1][C:2]2[CH:23]=[CH:22][C:5]([C:6]([NH:8][C@H:9]([C:17]([O:19][CH2:20][CH3:21])=[O:18])[CH2:10][CH2:11][C:12]([O:14][CH2:15][CH3:16])=[O:13])=[O:7])=[CH:4][C:3]=2[O:24][CH3:25])=[C:34]([N:36]([C:37](=[O:39])[CH3:38])[C:40](=[O:42])[CH3:41])[N:35]=1)(=[O:28])[CH3:27] |f:3.4|. Procedure: Both diethyl N-(4-amino-3-methoxybenzoyl)-(L)-glutamate (3.52 g, 9.99 mmoles) and 3-(2-acetylamino-4-diacetylamino-1,6-dihydro-6-oxo-5-pyrimidinyl)propionaldehyde (3.08 g, 9.99 mmoles) were stirred in absolute ethanol (100 mL) under nitrogen while glacial acetic acid (6 mL) was added dropwise during 1 minute. After solution was achieved (0.5 hour), activated 3 Å molecular sieves (20 mL) were added and stirring was continued 2 hours. The reaction mixture was chilled (ice bath) and sodium cyanobor... Starting materials: ClC1=C(C(=O)OCC)C=C(C=C1)NC(=O)NC=1CSCC1C(=O)OC (ethyl 2-chloro-5-{3-[4-(methoxycarbonyl)-2,5-dihydro-thien-3-yl]ureido}-benzoate), CC[O-].[Na+] (sodium ethylate). The solvent is C(C)O (ethanol). Yields the product ClC1=C(C(=O)OCC)C=C(C=C1)N1C(NC2=C(C1=O)CSC2)=O (ethyl 2-chloro-5-{1,2,5,7-tetrahydro-2,4-dioxo-thieno[3,4-d]pyrimidin-3(4H)-yl}-benzoate). RXN SMILES: [Cl:1][C:2]1[CH:12]=[CH:11][C:10]([NH:13][C:14]([NH:16][C:17]2[CH2:18][S:19][CH2:20][C:21]=2[C:22]([O:24]C)=O)=[O:15])=[CH:9][C:3]=1[C:4]([O:6][CH2:7][CH3:8])=[O:5].CC[O-].[Na+]>C(O)C>[Cl:1][C:2]1[CH:12]=[CH:11][C:10]([N:13]2[C:22](=[O:24])[C:21]3[CH2:20][S:19][CH2:18][C:17]=3[NH:16][C:14]2=[O:15])=[CH:9][C:3]=1[C:4]([O:6][CH2:7][CH3:8])=[O:5] |f:1.2|. Procedure details: using ethyl 2-chloro-5-{3-[4-(methoxycarbonyl)-2,5-dihydro-thien-3-yl]ureido}-benzoate with sodium ethylate in ethanol there is obtained ethyl 2-chloro-5-{1,2,5,7-tetrahydro-2,4-dioxo-thieno[3,4-d]pyrimidin-3(4H)-yl}-benzoate, m.p. 194°-196° C., Reactants: C(=O)(OC(C)(C)C)N1CC(CCC1)C(=O)O (1-BOC-3-piperidine carboxylic acid), C([O-])([O-])=O.[K+].[K+] (potassium carbonate), Amine, IC (iodomethane). Solvent: CN(C)C=O (DMF), O (water). The product is COC(=O)C1CN(CCC1)C(=O)OC(C)(C)C (piperidine-1,3-dicarboxylic acid 1-tert-butyl ester 3-methyl ester). Isolated yield 93.6%. Reaction SMILES: [C:1]([N:8]1[CH2:13][CH2:12][CH2:11][CH:10]([C:14]([OH:16])=[O:15])[CH2:9]1)([O:3][C:4]([CH3:7])([CH3:6])[CH3:5])=[O:2].[C:17](=O)([O-])[O-].[K+].[K+].IC>CN(C=O)C.O>[CH3:17][O:15][C:14]([CH:10]1[CH2:11][CH2:12][CH2:13][N:8]([C:1]([O:3][C:4]([CH3:7])([CH3:6])[CH3:5])=[O:2])[CH2:9]1)=[O:16] |f:1.2.3|. Procedure details: Amine preparation: To a solution of 1-BOC-3-piperidine carboxylic acid (3.0 g) in DMF (25 mL) was added potassium carbonate (3.62 g) followed by iodomethane (4.07 mL). After 2.5 h the reaction was diluted with water and extracted into diethyl ether. The organic layer was washed with brine, separated and dried (MgSO4). The solvent was evaporated to give piperidine-1,3-dicarboxylic acid 1-tert-butyl ester 3-methyl ester (2.98 g).